describe an organic reaction: reactants, conditions, products, and yield From a dataset of the Open Reaction Database (ORD), a public repository of structured organic reaction records. The reactants are C(C)OC(=O)C=1C(=NC2=CC=C(C=C2C1CC1=C(C=CC=C1)Cl)Cl)OS(=O)(=O)C(F)(F)F (6-chloro-4-(2-chloro-benzyl)-2-trifluoromethanesulfonyloxy-quinoline-3-carboxylic acid ethyl ester), FC(C(C)O)(F)F (1,1,1-trifluoro-propan-2-ol), solid. Yields the product C(C)OC(=O)C=1C(=NC2=CC=C(C=C2C1CC1=C(C=CC=C1)Cl)Cl)OC(C(F)(F)F)C (6-Chloro-4-(2-chloro-benzyl)-2-(2,2,2-trifluoro-1-methyl-ethoxy)-quinoline-3-carboxylic acid ethyl ester). RXN SMILES: [CH2:1]([O:3][C:4]([C:6]1[C:7]([O:25]S(C(F)(F)F)(=O)=O)=[N:8][C:9]2[C:14]([C:15]=1[CH2:16][C:17]1[CH:22]=[CH:21][CH:20]=[CH:19][C:18]=1[Cl:23])=[CH:13][C:12]([Cl:24])=[CH:11][CH:10]=2)=[O:5])[CH3:2].[F:33][C:34]([F:39])([F:38])[CH:35](O)[CH3:36]>>[CH2:1]([O:3][C:4]([C:6]1[C:7]([O:25][CH:35]([CH3:36])[C:34]([F:39])([F:38])[F:33])=[N:8][C:9]2[C:14]([C:15]=1[CH2:16][C:17]1[CH:22]=[CH:21][CH:20]=[CH:19][C:18]=1[Cl:23])=[CH:13][C:12]([Cl:24])=[CH:11][CH:10]=2)=[O:5])[CH3:2]. Procedure: This compound was prepared in analogy to example 29 step D from 6-chloro-4-(2-chloro-benzyl)-2-trifluoromethanesulfonyloxy-quinoline-3-carboxylic acid ethyl ester (prepared as described in example 29 step C, 75 mg, 0.15 mmol) and 1,1,1-trifluoro-propan-2-ol (0.026 ml, 0.2 mmol). Off white solid (10 mg, 14%). LC-MS (ESI): 472 (M+H)+. Starting materials: [BH4-], CC(C)(C)OC(=O)NCc1ccc(C=O)cc1, CO, [Na+], NC1CCc2cccnc2C1. The product is CC(C)(C)OC(=O)NCc1ccc(CNC2CCc3cccnc3C2)cc1. As a reaction SMILES: [BH4-:29].[C:1]([CH3:2])([CH3:3])([CH3:4])[O:5][C:6]([NH:7][CH2:8][c:9]1[cH:10][cH:11][c:12]([CH:15]=[O:16])[cH:13][cH:14]1)=[O:17].[CH3:31][OH:32].[Na+:30].[n:18]1[cH:19][cH:20][cH:21][c:22]2[c:27]1[CH2:26][CH:25]([NH2:28])[CH2:24][CH2:23]2>>[C:1]([CH3:2])([CH3:3])([CH3:4])[O:5][C:6]([NH:7][CH2:8][c:9]1[cH:10][cH:11][c:12]([CH2:15][NH:28][CH:25]2[CH2:24][CH2:23][c:22]3[cH:21][cH:20][cH:19][n:18][c:27]3[CH2:26]2)[cH:13][cH:14]1)=[O:17]. Starting materials: CN(CCN1CCOC2=C1C=C1C(=C2)CCCN1)C (4-(2-dimethylaminoethyl)-2,3,6,7,8,9-hexahydro-4H-pyrido[2,3-g][1,4]benzoxazine), C[Al](C)C (trimethylaluminium), C[Al](C)C (trimethylaluminium), CC1=C(C=CC(=C1)N1C(CCC1)=O)C1=CC=C(C=C1)C(=O)OC (Methyl 2'-methyl4'-(2-oxo-1-pyrrolidinyl)biphenyl-4-carboxylate). Solvent: C1(=CC=CC=C1)C (toluene), ClCCl (dichioromethane). Reaction conditions: temperature 82.5 celsius, time 20 minute. Yields the product CN(CCN1CCOC2=C1C=C1C(=C2)CCCN1C(=O)C1=CC=C(C=C1)C1=C(C=C(C=C1)N1C(CCC1)=O)C)C (4-(2-Dimethylaminoethyl)-2,3,6,7,8,9-hexahydro-6-[2'-methyl4'-(2-oxopyrrolidin-1-yl)biphenyl-4-carbonyl]-4H-pyrido[2,3-g][1,4]benzoxazine). Isolated yield 6.1%. RXN SMILES: [CH3:1][N:2]([CH3:19])[CH2:3][CH2:4][N:5]1[C:10]2[CH:11]=[C:12]3[NH:18][CH2:17][CH2:16][CH2:15][C:13]3=[CH:14][C:9]=2[O:8][CH2:7][CH2:6]1.C[Al](C)C.[CH3:24][C:25]1[CH:30]=[C:29]([N:31]2[CH2:35][CH2:34][CH2:33][C:32]2=[O:36])[CH:28]=[CH:27][C:26]=1[C:37]1[CH:42]=[CH:41][C:40]([C:43](OC)=[O:44])=[CH:39][CH:38]=1>C1(C)C=CC=CC=1.ClCCl>[CH3:1][N:2]([CH3:19])[CH2:3][CH2:4][N:5]1[C:10]2[CH:11]=[C:12]3[N:18]([C:43]([C:40]4[CH:39]=[CH:38][C:37]([C:26]5[CH:27]=[CH:28][C:29]([N:31]6[CH2:35][CH2:34][CH2:33][C:32]6=[O:36])=[CH:30][C:25]=5[CH3:24])=[CH:42][CH:41]=4)=[O:44])[CH2:17][CH2:16][CH2:15][C:13]3=[CH:14][C:9]=2[O:8][CH2:7][CH2:6]1. Reported procedure: A stirred solution of 4-(2-dimethylaminoethyl)-2,3,6,7,8,9-hexahydro-4H-pyrido[2,3-g][1,4]benzoxazine (D5, 130 mg, 0.49 mmole) in toluene (4 ml) under argon was treated with trimethylaluminium (0.27 ml of 2M in toluene, 0.54 mmole) and stirred for 20 mins. Methyl 2'-methyl4'-(2-oxo-1-pyrrolidinyl)biphenyl-4-carboxylate (D29, 154 mg, 0.50 mmole) was added and the mixture heated at 80-85° C. for 6 h, then further trimethylaluminium (0.45 ml) was added and the mixture heated under reflux for 6 h. T... Starting materials: CCOC(=O)c1n[nH]c(C)c1Cl, COc1cc(N2CCN(C(=O)CCl)CC2)ccc1Cl. Yields the product CCOC(=O)c1nn(CC(=O)N2CCN(c3ccc(Cl)c(OC)c3)CC2)c(C)c1Cl. As a reaction SMILES: [CH2:20]([CH3:21])[O:22][C:23](=[O:24])[c:25]1[n:26][nH:27][c:28]([CH3:31])[c:29]1[Cl:30].[Cl:1][CH2:2][C:3](=[O:4])[N:5]1[CH2:6][CH2:7][N:8]([c:11]2[cH:12][c:13]([O:18][CH3:19])[c:14]([Cl:17])[cH:15][cH:16]2)[CH2:9][CH2:10]1>>[CH2:2]([C:3](=[O:4])[N:5]1[CH2:6][CH2:7][N:8]([c:11]2[cH:12][c:13]([O:18][CH3:19])[c:14]([Cl:17])[cH:15][cH:16]2)[CH2:9][CH2:10]1)[n:27]1[n:26][c:25]([C:23]([O:22][CH2:20][CH3:21])=[O:24])[c:29]([Cl:30])[c:28]1[CH3:31].